Dataset: the Open Reaction Database (ORD), a public repository of structured organic reaction records. Task: describe an organic reaction: reactants, conditions, products, and yield The reactants are ClC=1C=C(C=CC1)[C@H]1C[C@](C(N([C@@H]1C1=CC=C(C=C1)Cl)[C@H](CNS(=O)(=O)C1(CC1)C)CC)=O)(C)CC(=O)OC (methyl 2-((3R,5R,6S)-5-(3-chlorophenyl)-6-(4-chlorophenyl)-3-methyl-1-((S)-1-(1-methylcyclopropanesulfonamido)butan-2-yl)-2-oxopiperidin-3-yl)acetate), C(CCC)P(=CC#N)(CCCC)CCCC (2-(tributylphosphoranylidene)acetonitrile). Reagents/catalysts: CO (MeOH). Run in C1(=CC=CC=C1)C (toluene). Yields the product ClC=1C=C(C=CC1)[C@H]1C[C@](C(N([C@@H]1C1=CC=C(C=C1)Cl)[C@H](CN(S(=O)(=O)C1(CC1)C)C)CC)=O)(C)CC(=O)OC (methyl 2-((3R,5R,6S)-5-(3-chlorophenyl)-6-(4-chlorophenyl)-1-((S)-1-(N,1-dimethylcyclopropanesulfonamido)butan-2-yl)-3-methyl-2-oxopiperidin-3-yl)acetate). Reaction SMILES: [Cl:1][C:2]1[CH:3]=[C:4]([C@@H:8]2[C@@H:13]([C:14]3[CH:19]=[CH:18][C:17]([Cl:20])=[CH:16][CH:15]=3)[N:12]([C@@H:21]([CH2:31][CH3:32])[CH2:22][NH:23][S:24]([C:27]3([CH3:30])[CH2:29][CH2:28]3)(=[O:26])=[O:25])[C:11](=[O:33])[C@:10]([CH2:35][C:36]([O:38][CH3:39])=[O:37])([CH3:34])[CH2:9]2)[CH:5]=[CH:6][CH:7]=1.[CH2:40](P(CCCC)(CCCC)=CC#N)CCC>CO.C1(C)C=CC=CC=1>[Cl:1][C:2]1[CH:3]=[C:4]([C@@H:8]2[C@@H:13]([C:14]3[CH:15]=[CH:16][C:17]([Cl:20])=[CH:18][CH:19]=3)[N:12]([C@@H:21]([CH2:31][CH3:32])[CH2:22][N:23]([CH3:40])[S:24]([C:27]3([CH3:30])[CH2:28][CH2:29]3)(=[O:26])=[O:25])[C:11](=[O:33])[C@:10]([CH2:35][C:36]([O:38][CH3:39])=[O:37])([CH3:34])[CH2:9]2)[CH:5]=[CH:6][CH:7]=1. Procedure details: A solution of methyl 2-((3R,5R,6S)-5-(3-chlorophenyl)-6-(4-chlorophenyl)-3-methyl-1-((S)-1-(1-methylcyclopropanesulfonamido)butan-2-yl)-2-oxopiperidin-3-yl)acetate (21.7 mg, 0.036 mmol; Example 193), 2-(tributylphosphoranylidene)acetonitrile (8.8 mg, 0.036 mmol) and one drop of MeOH in toluene (0.5 mL) was stirred at 110° C. for 1 h. Flash column purification on silica gel (0 to 60% EtOAc in hexanes) gave methyl 2-((3R,5R,6S)-5-(3-chlorophenyl)-6-(4-chlorophenyl)-1-((S)-1-(N,1-dimethylcyclopropa... Starting materials: O=C(CBr)N1CCc2ccccc2C1, O=C([O-])O, CC#N, Fc1ccc2c(C3CCNCC3)n[nH]c2c1, [Na+]. Yields the product O=C(CN1CCC(c2n[nH]c3cc(F)ccc23)CC1)N1CCc2ccccc2C1. Reaction SMILES: [Br:17][CH2:18][C:19](=[O:20])[N:21]1[CH2:22][c:23]2[cH:24][cH:25][cH:26][cH:27][c:28]2[CH2:29][CH2:30]1.[C:31](=[O:32])([OH:33])[O-:34].[CH3:36][C:37]#[N:38].[F:1][c:2]1[cH:3][cH:4][c:5]2[c:6]([CH:11]3[CH2:12][CH2:13][NH:14][CH2:15][CH2:16]3)[n:7][nH:8][c:9]2[cH:10]1.[Na+:35]>>[F:1][c:2]1[cH:3][cH:4][c:5]2[c:6]([CH:11]3[CH2:12][CH2:13][N:14]([CH2:18][C:19](=[O:20])[N:21]4[CH2:22][c:23]5[cH:24][cH:25][cH:26][cH:27][c:28]5[CH2:29][CH2:30]4)[CH2:15][CH2:16]3)[n:7][nH:8][c:9]2[cH:10]1. Starting materials: OC1=CC=C(C=C1)C=CC(CC(C=CC1=CC=C(C=C1)NC([C@H](CC1=CC=CC=C1)NC(=O)OC(C)(C)C)=O)=O)=O (4-hydroxyphenyl-7-[4-((S)-2-tert-butoxycarbonylamino-3-phenylpropionylamino)phenyl]hepta-1,6-diene-3,5-dione), C(C)(C)(C)OC(=O)NC1=CC=C(C=C1)\C=C\C(CC(\C=C\C1=CC=C(C=C1)O)=O)=O ((1E,6E)-1-[4-(tert-butoxycarbonylamino)phenyl]-7-(4-hydroxyphenyl)hepta-1,6-diene-3,5-dione). Run in C(Cl)(Cl)Cl.CO (chloroform methanol). Product: N[C@H](C(=O)NC1=CC=C(C=C1)\C=C\C(CC(\C=C\C1=CC=C(C=C1)O)=O)=O)CC1=CC=CC=C1 ((1E,6E)-1-[4-((S)-2-amino-3-phenylpropionylamino)phenyl]-7-(4-hydroxyphenyl)hepta-1,6-diene-3,5-dione), solid. Isolated yield 30.0%. RXN SMILES: [OH:1][C:2]1[CH:7]=[CH:6][C:5]([CH:8]=[CH:9][C:10](=[O:41])[CH2:11][C:12](=[O:40])[CH:13]=[CH:14][C:15]2[CH:20]=[CH:19][C:18]([NH:21][C:22](=[O:39])[C@@H:23]([NH:31]C(OC(C)(C)C)=O)[CH2:24][C:25]3[CH:30]=[CH:29][CH:28]=[CH:27][CH:26]=3)=[CH:17][CH:16]=2)=[CH:4][CH:3]=1.C(OC(NC1C=CC(/C=C/C(=O)CC(=O)/C=C/C2C=CC(O)=CC=2)=CC=1)=O)(C)(C)C>C(Cl)(Cl)Cl.CO>[NH2:31][C@@H:23]([CH2:24][C:25]1[CH:26]=[CH:27][CH:28]=[CH:29][CH:30]=1)[C:22]([NH:21][C:18]1[CH:19]=[CH:20][C:15](/[CH:14]=[CH:13]/[C:12](=[O:40])[CH2:11][C:10](=[O:41])/[CH:9]=[CH:8]/[C:5]2[CH:4]=[CH:3][C:2]([OH:1])=[CH:7][CH:6]=2)=[CH:16][CH:17]=1)=[O:39] |f:2.3|. Procedure details: The title compound was synthesized using the same procedure employed for Example 281, but with (1E,6E)-1-(4-hydroxyphenyl-7-[4-((S)-2-tert-butoxycarbonylamino-3-phenylpropionylamino)phenyl]hepta-1,6-diene-3,5-dione (30 mg, 54 μmol, synthesized in Example 269) as the starting material instead of (1E,6E)-1-[4-(tert-butoxycarbonylamino)phenyl]-7-(4-hydroxyphenyl)hepta-1,6-diene-3,5-dione, and was purified by silica gel chromatography (chloroform/methanol=97/3 to 85/15). The product was obtained as ... Reactants: ClC(=C(F)F)F (chlorotrifluoroethylene), CC(=C)C(=C)C (2,3-dimethyl-1,3-butadiene). Yields the product ClC1(C(CC(=C(C1)C)C)(F)F)F (5-chloro-1,2-dimethyl-4,4,5-trifluorocyclohexene), mixture. The yield is 51.0%. As a reaction SMILES: [Cl:1][C:2]([F:6])=[C:3]([F:5])[F:4].[CH3:7][C:8]([C:10]([CH3:12])=[CH2:11])=[CH2:9]>>[Cl:1][C:2]1([F:6])[CH2:11][C:10]([CH3:12])=[C:8]([CH3:9])[CH2:7][C:3]1([F:5])[F:4]. Procedure details: 5-chloro-1,2-dimethyl-4,4,5-trifluorocyclohexene was prepared in the same manner as in Comparative Example 4 except that chlorotrifluoroethylene (CTFE), 2,3-dimethyl-1,3-butadiene, and nitrogen gas were continuously injected into the flow reactor at the rates of 33.8 g/hr, 23.8 g/hr and 0.4 mol/hr, respectively. Then, 5.8 g of unreacted chlorotrifluoroethylene (CTFE) was recovered. The resultant was purified by steam distillation, and then the water layer was removed to give 29.8 g of the mixtur... Reactants: CCC(CC)(OC)c1cccnc1C, ClCCl, O=C(OO)c1cccc(Cl)c1. Product: CCC(CC)(OC)c1ccc[n+]([O-])c1C. Reaction SMILES: [CH2:1]([CH3:2])[C:3]([CH2:4][CH3:5])([O:6][CH3:7])[c:8]1[c:9]([CH3:14])[n:10][cH:11][cH:12][cH:13]1.[Cl:26][CH2:27][Cl:28].[OH:15][O:16][C:17]([c:18]1[cH:19][c:20]([Cl:21])[cH:22][cH:23][cH:24]1)=[O:25]>>[CH2:1]([CH3:2])[C:3]([CH2:4][CH3:5])([O:6][CH3:7])[c:8]1[c:9]([CH3:14])[n+:10]([O-:15])[cH:11][cH:12][cH:13]1. Reactants: CO, O=C[O-], ClC(Cl)Cl, CC(C)Nc1cc(-c2ccc(CCN(CC(O)c3ccc(Cl)nc3)C(=O)OC(C)(C)C)cc2)ccc1C(=O)NS(C)(=O)=O, [NH4+], O. Product: CC(C)Nc1cc(-c2ccc(CCN(CC(O)c3cccnc3)C(=O)OC(C)(C)C)cc2)ccc1C(=O)NS(C)(=O)=O. As a reaction SMILES: [CH3:48][OH:49].[CH:44]([O-:45])=[O:46].[CH:51]([Cl:52])([Cl:53])[Cl:54].[Cl:1][c:2]1[cH:3][cH:4][c:5]([CH:8]([CH2:9][N:10]([C:11]([O:12][C:13]([CH3:14])([CH3:15])[CH3:16])=[O:17])[CH2:18][CH2:19][c:20]2[cH:21][cH:22][c:23](-[c:26]3[cH:27][c:28]([NH:39][CH:40]([CH3:41])[CH3:42])[c:29]([C:32](=[O:33])[NH:34][S:35](=[O:36])(=[O:37])[CH3:38])[cH:30][cH:31]3)[cH:24][cH:25]2)[OH:43])[cH:6][n:7]1.[NH4+:47].[OH2:50]>>[cH:2]1[cH:3][cH:4][c:5]([CH:8]([CH2:9][N:10]([C:11]([O:12][C:13]([CH3:14])([CH3:15])[CH3:16])=[O:17])[CH2:18][CH2:19][c:20]2[cH:21][cH:22][c:23](-[c:26]3[cH:27][c:28]([NH:39][CH:40]([CH3:41])[CH3:42])[c:29]([C:32](=[O:33])[NH:34][S:35](=[O:36])(=[O:37])[CH3:38])[cH:30][cH:31]3)[cH:24][cH:25]2)[OH:43])[cH:6][n:7]1. Starting materials: CNC (dimethylamine), C(C)(=O)O (acetic acid), C(#N)[BH3-].[Na+] (sodium cyanoborohydride), C1(CC1)C=1OC=2C(N1)=C(C(=C(C2C2CC(CC2)=O)C2=CC=CC=C2)C)C#N (2-Cyclopropyl-5-methyl-7-(3-oxocyclopentyl)-6-phenyl-1,3-benzoxazole-4-carbonitrile), C(O)([O-])=O.[Na+] (sodium hydrogencarbonate). Run in CO (methanol), C(Cl)(Cl)Cl (chloroform), C(Cl)(Cl)Cl (chloroform). Run at time 21 hour. Product: N.CO (ammonia methanol), C1(CC1)C=1OC=2C(N1)=C(C(=C(C2[C@H]2C[C@@H](CC2)N(C)C)C2=CC=CC=C2)C)C#N (2-cyclopropyl-7-[(1R*,3R*)-3-(dimethylamino)cyclopentyl]-5-methyl-6-phenyl-1,3-benzoxazole-4-carbonitrile). The yield is 41.5%. RXN SMILES: [CH:1]1([C:4]2[O:5][C:6]3[C:7](=[C:9]([C:26]#[N:27])[C:10]([CH3:25])=[C:11]([C:19]4[CH:24]=[CH:23][CH:22]=[CH:21][CH:20]=4)[C:12]=3[CH:13]3[CH2:17][CH2:16][C:15](=O)[CH2:14]3)[N:8]=2)[CH2:3][CH2:2]1.[CH3:28][NH:29][CH3:30].C(O)(=O)C.C([BH3-])#N.[Na+].C(=O)([O-])O.[Na+]>C(Cl)(Cl)Cl.CO>[NH3:8].[CH3:4][OH:5].[CH:1]1([C:4]2[O:5][C:6]3[C:7](=[C:9]([C:26]#[N:27])[C:10]([CH3:25])=[C:11]([C:19]4[CH:20]=[CH:21][CH:22]=[CH:23][CH:24]=4)[C:12]=3[C@@H:13]3[CH2:17][CH2:16][C@@H:15]([N:29]([CH3:30])[CH3:28])[CH2:14]3)[N:8]=2)[CH2:3][CH2:2]1 |f:3.4,5.6,9.10|. Reported procedure: 2-Cyclopropyl-5-methyl-7-(3-oxocyclopentyl)-6-phenyl-1,3-benzoxazole-4-carbonitrile (I-303) (44 mg, 0.12 mmol) was dissolved in chloroform (1 ml) and methanol (1 ml), and at 0° C., dimethylamine (2 M tetrahydrofuran solution) (247 μl, 0.49 mmol), acetic acid (29 μl, 0.49 mmol) and sodium cyanoborohydride (33 mg, 0.49 mmol) were added. The solution was gradually warmed up to room temperature, then stirred for 21 hours, and fractionated with chloroform and an aqueous saturated sodium hydrogencarbo...